From a dataset of the Open Reaction Database (ORD), a public repository of structured organic reaction records. describe an organic reaction: reactants, conditions, products, and yield The reactants are CC(=O)OC(C)C(=O)Nc1c(C(=O)c2ccccc2)[nH]c2cc(Cl)ccc12, O=C([O-])[O-], CCO, [K+], [K+], O. Yields the product CC(O)C(=O)Nc1c(C(=O)c2ccccc2)[nH]c2cc(Cl)ccc12. RXN SMILES: [C:1](=[O:2])([CH3:3])[O:4][CH:5]([C:6](=[O:7])[NH:8][c:9]1[c:10]([C:19]([c:20]2[cH:21][cH:22][cH:23][cH:24][cH:25]2)=[O:26])[nH:11][c:12]2[cH:13][c:14]([Cl:18])[cH:15][cH:16][c:17]12)[CH3:27].[C:28](=[O:29])([O-:30])[O-:31].[CH3:34][CH2:35][OH:36].[K+:32].[K+:33].[OH2:37]>>[OH:4][CH:5]([C:6](=[O:7])[NH:8][c:9]1[c:10]([C:19]([c:20]2[cH:21][cH:22][cH:23][cH:24][cH:25]2)=[O:26])[nH:11][c:12]2[cH:13][c:14]([Cl:18])[cH:15][cH:16][c:17]12)[CH3:27].